This data is from the Open Reaction Database (ORD), a public repository of structured organic reaction records. The task is: describe an organic reaction: reactants, conditions, products, and yield Starting materials: [Al+3], ClCCl, CCOC(=O)C(=O)Cl, [Cl-], [Cl-], [Cl-], Clc1ccccc1SC1CCCC1. Yields the product CCOC(=O)C(=O)c1ccc(SC2CCCC2)c(Cl)c1. RXN SMILES: [Al+3:4].[CH2:26]([Cl:27])[Cl:28].[CH2:5]([CH3:6])[O:7][C:8]([C:9](=[O:10])[Cl:11])=[O:12].[Cl-:1].[Cl-:2].[Cl-:3].[Cl:13][c:14]1[c:15]([S:20][CH:21]2[CH2:22][CH2:23][CH2:24][CH2:25]2)[cH:16][cH:17][cH:18][cH:19]1>>[CH2:5]([CH3:6])[O:7][C:8]([C:9](=[O:10])[c:18]1[cH:17][cH:16][c:15]([S:20][CH:21]2[CH2:22][CH2:23][CH2:24][CH2:25]2)[c:14]([Cl:13])[cH:19]1)=[O:12]. Starting materials: BrC1=CC=C(CO)C=C1 (4-bromobenzyl alcohol), CC(C)([O-])C.[K+] (potassium tert-butoxide), O.[Cl-].[Na+] (sodium chloride water), FC1=NC=CC=C1 (2-fluoropyridine). Run in CS(=O)C (dimethylsulfoxide), C(C)(=O)OCC (ethyl acetate). Run at time 10 minute. The product is BrC1=CC=C(COC2=NC=CC=C2)C=C1 (2-[(4-bromobenzyl)oxy]pyridine). Yield: 97.6%. RXN SMILES: [Br:1][C:2]1[CH:9]=[CH:8][C:5]([CH2:6][OH:7])=[CH:4][CH:3]=1.CC(C)([O-])C.[K+].F[C:17]1[CH:22]=[CH:21][CH:20]=[CH:19][N:18]=1.O.[Cl-].[Na+]>CS(C)=O.C(OCC)(=O)C>[Br:1][C:2]1[CH:9]=[CH:8][C:5]([CH2:6][O:7][C:17]2[CH:22]=[CH:21][CH:20]=[CH:19][N:18]=2)=[CH:4][CH:3]=1 |f:1.2,4.5.6|. Procedure details: To a solution of 4-bromobenzyl alcohol (18 g, 94.3 mmol) in dimethylsulfoxide (85 mL) was added potassium tert-butoxide (11.5 g, 99 mmol) little by little under a nitrogen atmosphere at room temperature, which was stirred for 10 minutes. To this solution was added 2-fluoropyridine (12.3 g, 123 mmol) dropwise over 30 minutes under a water bath cooling. After stirring at room temperature for two hours, ethyl acetate and 5% sodium chloride water were added, and extracted. After the organic layer wa... The reactants are 1-cyclopentyl-6-[(3,4-trans)-4-methyl-1-(pyridin-3-ylmethyl)pyrrolidin-3-yl]-1,5-dihydro-4H-pyrazolo[3,4-d]pyrimidin-4-one, C(C)(C)N1N=CC2=C1N=C(NC2=O)[C@@H]2CNC[C@H]2C (1-isopropyl-6-[(3S,4S)-4-methylpyrrolidin-3-yl]-1H-pyrazolo[3,4-d]pyrimidin-4(5H)-one), N1=CC=C(C2=CC=CN=C12)C=O (1,8-naphthyridine-4-carbaldehyde). Yields the product C(C)(C)N1N=CC2=C1N=C(NC2=O)[C@@H]2CN(C[C@H]2C)CC2=CC=NC1=NC=CC=C21 (1-isopropyl-6-[(3S,4S)-4-methyl-1-(1,8-naphthyridin-4-ylmethyl)pyrrolidin-3-yl]-1,5-dihydro-4H-pyrazolo[3,4-d]pyrimidin-4-one). RXN SMILES: [CH:1]([N:4]1[C:8]2[N:9]=[C:10]([C@H:14]3[C@H:18]([CH3:19])[CH2:17][NH:16][CH2:15]3)[NH:11][C:12](=[O:13])[C:7]=2[CH:6]=[N:5]1)([CH3:3])[CH3:2].[N:20]1[C:29]2[C:24](=[CH:25][CH:26]=[CH:27][N:28]=2)[C:23]([CH:30]=O)=[CH:22][CH:21]=1>>[CH:1]([N:4]1[C:8]2[N:9]=[C:10]([C@H:14]3[C@H:18]([CH3:19])[CH2:17][N:16]([CH2:30][C:23]4[C:24]5[C:29](=[N:28][CH:27]=[CH:26][CH:25]=5)[N:20]=[CH:21][CH:22]=4)[CH2:15]3)[NH:11][C:12](=[O:13])[C:7]=2[CH:6]=[N:5]1)([CH3:3])[CH3:2]. Procedure: Following the procedure for the preparation of 1-cyclopentyl-6-[(3,4-trans)-4-methyl-1-(pyridin-3-ylmethyl)pyrrolidin-3-yl]-1,5-dihydro-4H-pyrazolo[3,4-d]pyrimidin-4-one but substituting 1-isopropyl-6-[(3S,4S)-4-methylpyrrolidin-3-yl]-1H-pyrazolo[3,4-d]pyrimidin-4(5H)-one and 1,8-naphthyridine-4-carbaldehyde provided the title compound. 400 MHz 1H NMR (CDCl3) δ 9.15 (dd, J=4.1, 1.7 Hz, 1H), 9.07 (d, J=4.6 Hz, 1H), 8.69 (dd, J=8.3, 1.66 Hz, 1H), 7.99 (s, 1H), 7.69-7.65 (m, 1H), 7.46 (d, J=4.6 Hz,... Reactants: C(C1=CC=CC=C1)N(C(=O)C1CCNCC1)CC1=CC=CC=C1 (N,N-dibenzylpiperidine-4-carboxamide), [H-].[Al+3].[Li+].[H-].[H-].[H-] (lithium aluminum hydride), O (water), [OH-].[Na+] (NaOH), O (water). Solvent: O1CCCC1 (tetrahydrofuran), O1CCCC1 (tetrahydrofuran). Conditions: temperature 40 celsius, time 4 hour. The product is C(C1=CC=CC=C1)N(CC1CCNCC1)CC1=CC=CC=C1 (N,N-dibenzyl-N-(piperidin-4-ylmethyl)amine). The yield is 96.8%. RXN SMILES: [H-].[Al+3].[Li+].[H-].[H-].[H-].[CH2:7]([N:14]([CH2:23][C:24]1[CH:29]=[CH:28][CH:27]=[CH:26][CH:25]=1)[C:15]([CH:17]1[CH2:22][CH2:21][NH:20][CH2:19][CH2:18]1)=O)[C:8]1[CH:13]=[CH:12][CH:11]=[CH:10][CH:9]=1.O.[OH-].[Na+]>O1CCCC1>[CH2:23]([N:14]([CH2:7][C:8]1[CH:13]=[CH:12][CH:11]=[CH:10][CH:9]=1)[CH2:15][CH:17]1[CH2:18][CH2:19][NH:20][CH2:21][CH2:22]1)[C:24]1[CH:25]=[CH:26][CH:27]=[CH:28][CH:29]=1 |f:0.1.2.3.4.5,8.9|. Reported procedure: To a suspension of lithium aluminum hydride (min. 80%, 1.50 g, 40.0 mmol) in tetrahydrofuran (50 ml) was added dropwise a solution of N,N-dibenzylpiperidine-4-carboxamide (EXAMPLE 4, Step 2, 3.08 g, 10.0 mmol) in tetrahydrofuran (50 ml) at 0° C. over 15 min. The mixture was stirred at 0° C. for 30 min and at 40° C. for 4 h. After cooling to 0° C., water (3.3 ml), 15% NaOH aqueous solution (3.3 ml), and then water (10 ml) were carefully added dropwise. The resulting mixture was filtered through a... Starting materials: [H-].[Na+] (Sodium hydride), ClC=1C=CC(=NC1)NC([C@H](COCC)O)=O ((S)—N-(5-chloropyridin-2-yl)-3-ethoxy-2-hydroxypropanamide), CN1C(=NC=C1)N1N=CC=2C1=NC=NC2OC2=CC=CC=C2 (1-(1-methyl-1H-imidazol-2-yl)-4-phenoxy-1H-pyrazolo[3,4-d]pyrimidine). The solvent is C1CCOC1 (THF). Run at temperature 0 celsius, time 10 minute. Yields the product ClC=1C=CC(=NC1)NC([C@H](COCC)OC1=C2C(=NC=N1)N(N=C2)C=2N(C=CN2)C)=O ((2S)—N-(5-chloropyridin-2-yl)-3-ethoxy-2-(1-(1-methyl-1H-imidazol-2-yl)-1H-pyrazolo[3,4-d]pyrimidin-4-yloxy)propanamide). Reaction SMILES: [H-].[Na+].[Cl:3][C:4]1[CH:5]=[CH:6][C:7]([NH:10][C:11](=[O:18])[C@@H:12]([OH:17])[CH2:13][O:14][CH2:15][CH3:16])=[N:8][CH:9]=1.[CH3:19][N:20]1[CH:24]=[CH:23][N:22]=[C:21]1[N:25]1[C:29]2=[N:30][CH:31]=[N:32][C:33](OC3C=CC=CC=3)=[C:28]2[CH:27]=[N:26]1>C1COCC1>[Cl:3][C:4]1[CH:5]=[CH:6][C:7]([NH:10][C:11](=[O:18])[C@@H:12]([O:17][C:33]2[N:32]=[CH:31][N:30]=[C:29]3[N:25]([C:21]4[N:20]([CH3:19])[CH:24]=[CH:23][N:22]=4)[N:26]=[CH:27][C:28]=23)[CH2:13][O:14][CH2:15][CH3:16])=[N:8][CH:9]=1 |f:0.1|. Procedure: Sodium hydride (60% in oil) (29.2 mg, 0.73 mmol) was added to (S)—N-(5-chloropyridin-2-yl)-3-ethoxy-2-hydroxypropanamide (Intermediate H3) (149 mg, 0.61 mmol) in anhydrous THF (5 mL) at 0° C. under nitrogen. The resulting solution was stirred at 0° C. for 10 minutes and then 1-(1-methyl-1H-imidazol-2-yl)-4-phenoxy-1H-pyrazolo[3,4-d]pyrimidine (Intermediate AV1) (196 mg, 0.67 mmol) was added. The reaction mixture was allowed to warm to room temperature and stirred for 4 hours. The reaction mixtur... Starting materials: P(=O)([O-])([O-])[O-] (phosphate), [Mg+2].[Cl-].[Cl-] (MgCl2), C1=CC(=C[N+](=C1)[C@H]2[C@@H]([C@@H]([C@H](O2)COP(=O)(O)OP(=O)(O)OC[C@@H]3[C@H]([C@H]([C@@H](O3)N4C=NC5=C4N=CN=C5N)OP(=O)(O)O)O)O)O)C(=O)N (NADP+). Yields the product C=1N=C(C2=C(N1)N(C=N2)[C@H]3[C@@H]([C@@H]([C@H](O3)COP(=O)(O)OP(=O)(O)OC[C@@H]4[C@H]([C@H]([C@@H](O4)N5C=CCC(=C5)C(=O)N)O)O)O)OP(=O)(O)O)N (NADPH). As a reaction SMILES: P([O-])([O-])([O-])=O.[Mg+2].[Cl-].[Cl-].[CH:9]1[CH:14]=[N+:13]([C@@H:15]2[O:19][C@H:18]([CH2:20][O:21][P:22]([O:25][P:26]([O:29][CH2:30][C@H:31]3[O:35][C@@H:34]([N:36]4[C:40]5[N:41]=[CH:42][N:43]=[C:44]([NH2:45])[C:39]=5[N:38]=[CH:37]4)[C@H:33]([O:46][P:47]([OH:50])([OH:49])=[O:48])[C@@H:32]3[OH:51])([OH:28])=[O:27])([OH:24])=[O:23])[C@@H:17]([OH:52])[C@H:16]2[OH:53])[CH:12]=[C:11]([C:54]([NH2:56])=[O:55])[CH:10]=1>>[CH:42]1[N:43]=[C:44]([NH2:45])[C:39]2[N:38]=[CH:37][N:36]([C@@H:34]3[O:35][C@H:31]([CH2:30][O:29][P:26]([O:25][P:22]([O:21][CH2:20][C@H:18]4[O:19][C@@H:15]([N:13]5[CH:12]=[C:11]([C:54]([NH2:56])=[O:55])[CH2:10][CH:9]=[CH:14]5)[C@H:16]([OH:53])[C@@H:17]4[OH:52])([OH:24])=[O:23])([OH:28])=[O:27])[C@@H:32]([OH:51])[C@H:33]3[O:46][P:47]([OH:50])([OH:49])=[O:48])[C:40]=2[N:41]=1 |f:1.2.3|. Reported procedure: Cell membrane fractions derived from insect cells transfected with recombinant baculoviruses expressing 11-hydroxylase and complementary electron transport proteins were analyzed for 11-hydroxylase activity in a reaction mixture containing 80 mM phosphate buffer, pH 7.4, 8 mM MgCl2, and 0.9 mM NADP+ in a final volume of 200 ul. In order to insure an adequate source of reducing equivalents, an NADPH regenerating system was provided by adding glucose-6-phosphate dehydrogenase (1.5 U/ml) and 8 mM g... Starting materials: CCS(=O)(=O)c1cnc(Nc2cnc(OC)c(F)c2)c(-c2nc(C)nc(N(Cc3ccc(OC)cc3)Cc3ccc(OC)cc3)n2)c1, O=C(O)C(F)(F)F, [Na+], [OH-], O=S(=O)(O)C(F)(F)F. Product: CCS(=O)(=O)c1cnc(Nc2cnc(OC)c(F)c2)c(-c2nc(C)nc(N)n2)c1. Reaction SMILES: [CH2:1]([CH3:2])[S:3](=[O:4])(=[O:5])[c:6]1[cH:7][c:8](-[c:22]2[n:23][c:24]([N:29]([CH2:30][c:31]3[cH:32][cH:33][c:34]([O:35][CH3:36])[cH:37][cH:38]3)[CH2:39][c:40]3[cH:41][cH:42][c:43]([O:44][CH3:45])[cH:46][cH:47]3)[n:25][c:26]([CH3:28])[n:27]2)[c:9]([NH:12][c:13]2[cH:14][n:15][c:16]([O:20][CH3:21])[c:17]([F:19])[cH:18]2)[n:10][cH:11]1.[F:58][C:59]([F:60])([F:61])[C:62]([OH:63])=[O:64].[Na+:57].[OH-:56].[OH:48][S:49]([C:50]([F:51])([F:52])[F:53])(=[O:54])=[O:55]>>[CH2:1]([CH3:2])[S:3](=[O:4])(=[O:5])[c:6]1[cH:7][c:8](-[c:22]2[n:23][c:24]([NH2:29])[n:25][c:26]([CH3:28])[n:27]2)[c:9]([NH:12][c:13]2[cH:14][n:15][c:16]([O:20][CH3:21])[c:17]([F:19])[cH:18]2)[n:10][cH:11]1. Reactants: Cc1nc(N=C=O)sc1-c1ccc(S(C)(=O)=O)c(F)c1, NCCO, C1COCCO1. Yields the product Cc1nc(NC(=O)NCCO)sc1-c1ccc(S(C)(=O)=O)c(F)c1. Reaction SMILES: [F:1][c:2]1[cH:3][c:4](-[c:12]2[c:13]([CH3:20])[n:14][c:15]([N:17]=[C:18]=[O:19])[s:16]2)[cH:5][cH:6][c:7]1[S:8](=[O:9])(=[O:10])[CH3:11].[NH2:21][CH2:22][CH2:23][OH:24].[O:25]1[CH2:26][CH2:27][O:28][CH2:29][CH2:30]1>>[F:1][c:2]1[cH:3][c:4](-[c:12]2[c:13]([CH3:20])[n:14][c:15]([NH:17][C:18](=[O:19])[NH:21][CH2:22][CH2:23][OH:24])[s:16]2)[cH:5][cH:6][c:7]1[S:8](=[O:9])(=[O:10])[CH3:11]. Reactants: Cc1ccc(-c2ccc(S(C)(=O)=O)c(F)c2)n1-c1ccc(Br)cc1, CCCC[Sn](CCCC)(CCCC)c1cscn1, C1COCCO1, [Cl-], c1ccc(P(c2ccccc2)(c2ccccc2)[Pd](P(c2ccccc2)(c2ccccc2)c2ccccc2)(P(c2ccccc2)(c2ccccc2)c2ccccc2)P(c2ccccc2)(c2ccccc2)c2ccccc2)cc1. Yields the product Cc1ccc(-c2ccc(S(C)(=O)=O)c(F)c2)n1-c1ccc(-c2cscn2)cc1. RXN SMILES: [Br:1][c:2]1[cH:3][cH:4][c:5](-[n:8]2[c:9](-[c:14]3[cH:15][c:16]([F:24])[c:17]([S:20](=[O:21])(=[O:22])[CH3:23])[cH:18][cH:19]3)[cH:10][cH:11][c:12]2[CH3:13])[cH:6][cH:7]1.[CH2:25]([Sn:26]([CH2:27][CH2:28][CH2:29][CH3:35])([c:30]1[n:31][cH:32][s:33][cH:34]1)[CH2:36][CH2:37][CH2:38][CH3:39])[CH2:40][CH2:41][CH3:42].[CH2:44]1[O:45][CH2:46][CH2:47][O:48][CH2:49]1.[Cl-:43].[cH:50]1[cH:51][cH:52][c:53]([P:54]([Pd:55]([P:56]([c:57]2[cH:58][cH:59][cH:60][cH:61][cH:62]2)([c:63]2[cH:64][cH:65][cH:66][cH:67][cH:68]2)[c:69]2[cH:70][cH:71][cH:72][cH:73][cH:74]2)([P:75]([c:76]2[cH:77][cH:78][cH:79][cH:80][cH:81]2)([c:82]2[cH:83][cH:84][cH:85][cH:86][cH:87]2)[c:88]2[cH:89][cH:90][cH:91][cH:92][cH:93]2)[P:94]([c:95]2[cH:96][cH:97][cH:98][cH:99][cH:100]2)([c:101]2[cH:102][cH:103][cH:104][cH:105][cH:106]2)[c:107]2[cH:108][cH:109][cH:110][cH:111][cH:112]2)([c:113]2[cH:114][cH:115][cH:116][cH:117][cH:118]2)[c:119]2[cH:120][cH:121][cH:122][cH:123][cH:124]2)[cH:125][cH:126]1>>[c:2]1(-[c:30]2[n:31][cH:32][s:33][cH:34]2)[cH:3][cH:4][c:5](-[n:8]2[c:9](-[c:14]3[cH:15][c:16]([F:24])[c:17]([S:20](=[O:21])(=[O:22])[CH3:23])[cH:18][cH:19]3)[cH:10][cH:11][c:12]2[CH3:13])[cH:6][cH:7]1.